This data is from the Open Reaction Database (ORD), a public repository of structured organic reaction records. The task is: describe an organic reaction: reactants, conditions, products, and yield As a reaction SMILES: [CH2:1]([O:4][CH2:5][CH2:6][CH2:7][CH2:8][CH2:9][C:10]1[CH:15]=[CH:14][C:13]([C:16]2[CH:21]=[CH:20][C:19]([OH:22])=[CH:18][N:17]=2)=[CH:12][CH:11]=1)[CH2:2][CH3:3].[CH2:23](O)[CH2:24]/[CH:25]=[CH:26]\[CH2:27][CH2:28][CH2:29][CH3:30].N(C(OCC)=O)=NC(OCC)=O.C1(P(C2C=CC=CC=2)C2C=CC=CC=2)C=CC=CC=1>O1CCCC1>[CH2:1]([O:4][CH2:5][CH2:6][CH2:7][CH2:8][CH2:9][C:10]1[CH:15]=[CH:14][C:13]([C:16]2[CH:21]=[CH:20][C:19]([O:22][CH2:23][CH2:24]/[CH:25]=[CH:26]\[CH2:27][CH2:28][CH2:29][CH3:30])=[CH:18][N:17]=2)=[CH:12][CH:11]=1)[CH2:2][CH3:3]. Reactants: C(CC)OCCCCCC1=CC=C(C=C1)C1=NC=C(C=C1)O (2-[4-(5-[propyloxy]-1-pentyl)phenyl]-5-hydroxypyridine), C(C\C=C/CCCC)O ((Z)-3-octen-1-ol), N(=NC(=O)OCC)C(=O)OCC (diethyl azodicarboxylate), C1(=CC=CC=C1)P(C1=CC=CC=C1)C1=CC=CC=C1 (triphenylphosphine). Procedure: 1.0 g of 2-[4-(5-[propyloxy]-1-pentyl)phenyl]-5-hydroxypyridine, 0.42 g of (Z)-3-octen-1-ol, 0.58 g of diethyl azodicarboxylate, 0.88 g of triphenylphosphine and 100 ml of tetrahydrofuran are reacted in an analogous manner to Example 3 to give 0.8 g of 2-[4-(5-[propyloxy]-1-pentyl)phenyl]-5-([(Z)-3-octenyl]oxy)pyridine. The yield is 59.6%. Run in O1CCCC1 (tetrahydrofuran). Yields the product C(CC)OCCCCCC1=CC=C(C=C1)C1=NC=C(C=C1)OCC\C=C/CCCC (2-[4-(5-[propyloxy]-1-pentyl)phenyl]-5-([(Z)-3-octenyl]oxy)pyridine). Reactants: BrCC1CC1, CN(C)C=O, ClCCl, [Na+], O=C([O-])O, Cn1c(CCCCO)n[nH]c1=S. Yields the product Cn1c(CCCCO)nnc1SCC1CC1. Reaction SMILES: [Br:13][CH2:14][CH:15]1[CH2:16][CH2:17]1.[CH3:26][N:27]([CH3:28])[CH:29]=[O:30].[Cl:18][CH2:19][Cl:20].[Na+:25].[O-:21][C:22]([OH:23])=[O:24].[OH:1][CH2:2][CH2:3][CH2:4][CH2:5][c:6]1[n:7]([CH3:12])[c:8](=[S:11])[nH:9][n:10]1>>[OH:1][CH2:2][CH2:3][CH2:4][CH2:5][c:6]1[n:7]([CH3:12])[c:8]([S:11][CH2:14][CH:15]2[CH2:16][CH2:17]2)[n:9][n:10]1. Starting materials: ClC1=NC(=C2N=CN(C2=N1)C1OCCCC1)N (2-chloro-9-(tetrahydro-2H-pyran-2-yl)-9H-purin-6-amine), C(CCCC)N (1-pentylamine). The solvent is CCOC(=O)C (EtOAc), C(CO)O (ethylene glycol). Reaction conditions: temperature 120 celsius. Product: C(CCCC)NC1=NC(=C2N=CN(C2=N1)C1OCCCC1)N (N2-Pentyl-9-(tetrahydro-2H-pyran-2-yl)-9H-purine-2,6-diamine). Yield: 93.5%. As a reaction SMILES: Cl[C:2]1[N:10]=[C:9]2[C:5]([N:6]=[CH:7][N:8]2[CH:11]2[CH2:16][CH2:15][CH2:14][CH2:13][O:12]2)=[C:4]([NH2:17])[N:3]=1.[CH2:18]([NH2:23])[CH2:19][CH2:20][CH2:21][CH3:22]>C(O)CO.CCOC(C)=O>[CH2:18]([NH:23][C:2]1[N:10]=[C:9]2[C:5]([N:6]=[CH:7][N:8]2[CH:11]2[CH2:16][CH2:15][CH2:14][CH2:13][O:12]2)=[C:4]([NH2:17])[N:3]=1)[CH2:19][CH2:20][CH2:21][CH3:22]. Procedure: To a solution of 2-chloro-9-(tetrahydro-2H-pyran-2-yl)-9H-purin-6-amine (500 mg) in dry ethylene glycol (2.3 mL) was added 1-pentylamine (689 mg). The solution was stirred at reflux (120° C.) overnight. The reaction was cooled, taken up in EtOAc (30 mL) and washed with water (2×20 mL). The organics were separated, dried over MgSO4, filtered and concentrated in vacuo to give the title compound as a viscous brown oil (561 mg). The reactants are CC(=O)[O-], CC(=O)O, Cc1c(Cl)nnc(Cc2ccc(F)c(C#N)c2)c1C, [Na+]. Yields the product Cc1c(Cc2ccc(F)c(C#N)c2)n[nH]c(=O)c1C. Reaction SMILES: [C:20]([O-:21])(=[O:22])[CH3:23].[CH3:25][C:26](=[O:27])[OH:28].[Cl:1][c:2]1[c:3]([CH3:19])[c:4]([CH3:18])[c:5]([CH2:8][c:9]2[cH:10][cH:11][c:12]([F:17])[c:13]([C:14]#[N:15])[cH:16]2)[n:6][n:7]1.[Na+:24]>>[c:2]1(=[O:22])[c:3]([CH3:19])[c:4]([CH3:18])[c:5]([CH2:8][c:9]2[cH:10][cH:11][c:12]([F:17])[c:13]([C:14]#[N:15])[cH:16]2)[n:6][nH:7]1. The reactants are C=C1CN(C(=O)OC(C)(C)C)C1, ClC(Cl)Cl, O=C(OO)c1cccc(Cl)c1. Yields the product CC(C)(C)OC(=O)N1CC2(CO2)C1. As a reaction SMILES: [CH2:1]=[C:2]1[CH2:3][N:4]([C:6](=[O:7])[O:8][C:9]([CH3:10])([CH3:11])[CH3:12])[CH2:5]1.[CH:24]([Cl:25])([Cl:26])[Cl:27].[OH:13][O:14][C:15]([c:16]1[cH:17][c:18]([Cl:19])[cH:20][cH:21][cH:22]1)=[O:23]>>[CH2:1]1[C:2]2([CH2:3][N:4]([C:6](=[O:7])[O:8][C:9]([CH3:10])([CH3:11])[CH3:12])[CH2:5]2)[O:13]1. Reactants: Cc1c(Cl)cccc1S(=O)(=O)Cl, Nc1ccc(Cl)c(CC2CCN(C3CCCCC3)C2=O)c1Cl, c1ccncc1. Product: Cc1c(Cl)cccc1S(=O)(=O)Nc1ccc(Cl)c(CC2CCN(C3CCCCC3)C2=O)c1Cl. RXN SMILES: [Cl:1][c:2]1[c:3]([CH3:12])[c:4]([S:8](=[O:9])(=[O:10])[Cl:11])[cH:5][cH:6][cH:7]1.[NH2:19][c:20]1[c:21]([Cl:40])[c:22]([CH2:23][CH:24]2[C:25](=[O:35])[N:26]([CH:29]3[CH2:30][CH2:31][CH2:32][CH2:33][CH2:34]3)[CH2:27][CH2:28]2)[c:36]([Cl:39])[cH:37][cH:38]1.[cH:13]1[cH:14][cH:15][n:16][cH:17][cH:18]1>>[Cl:1][c:2]1[c:3]([CH3:12])[c:4]([S:8](=[O:9])(=[O:10])[NH:19][c:20]2[c:21]([Cl:40])[c:22]([CH2:23][CH:24]3[C:25](=[O:35])[N:26]([CH:29]4[CH2:30][CH2:31][CH2:32][CH2:33][CH2:34]4)[CH2:27][CH2:28]3)[c:36]([Cl:39])[cH:37][cH:38]2)[cH:5][cH:6][cH:7]1. Reactants: O=C([O-])[O-], CC#N, Cl, FCCCI, [K+], [K+], O=[N+]([O-])c1cccc(N2CCNCC2)c1, O. The product is O=[N+]([O-])c1cccc(N2CCN(CCCF)CC2)c1. RXN SMILES: [C:17](=[O:18])([O-:19])[O-:20].[CH3:28][C:29]#[N:30].[ClH:16].[F:23][CH2:24][CH2:25][CH2:26][I:27].[K+:21].[K+:22].[N+:1](=[O:2])([O-:3])[c:4]1[cH:5][c:6]([N:10]2[CH2:11][CH2:12][NH:13][CH2:14][CH2:15]2)[cH:7][cH:8][cH:9]1.[OH2:31]>>[N+:1](=[O:2])([O-:3])[c:4]1[cH:5][c:6]([N:10]2[CH2:11][CH2:12][N:13]([CH2:26][CH2:25][CH2:24][F:23])[CH2:14][CH2:15]2)[cH:7][cH:8][cH:9]1. Reactants: CCN1CCCC1CN, COC(=O)c1cc(S(N)(=O)=O)cc2c1OC(C)C2, O, OCCOCCO. The product is CCN1CCCC1CNC(=O)c1cc(S(N)(=O)=O)cc2c1OC(C)C2. Reaction SMILES: [CH2:19]([CH3:20])[N:21]1[CH:22]([CH2:26][NH2:27])[CH2:23][CH2:24][CH2:25]1.[CH3:1][CH:2]1[O:3][c:4]2[c:5]([cH:7][c:8]([S:15]([NH2:16])(=[O:17])=[O:18])[cH:9][c:10]2[C:11]([O:13][CH3:12])=[O:14])[CH2:6]1.[OH2:28].[OH:29][CH2:30][CH2:31][O:32][CH2:33][CH2:34][OH:35]>>[CH3:1][CH:2]1[O:3][c:4]2[c:5]([cH:7][c:8]([S:15]([NH2:16])(=[O:17])=[O:18])[cH:9][c:10]2[C:11](=[O:13])[NH:27][CH2:26][CH:22]2[N:21]([CH2:19][CH3:20])[CH2:25][CH2:24][CH2:23]2)[CH2:6]1.